Dataset: the Open Reaction Database (ORD), a public repository of structured organic reaction records. Task: describe an organic reaction: reactants, conditions, products, and yield The reactants are solution, C(CCC)[Li] (n-butyllithium), C(C1=CC=CC=C1)=NCC#C[Si](C)(C)C (N-benzylidene-3-(trimethylsilyl)-2-propyn-1-amine), C(C=C)(=O)OC (methyl acrylate), O (water). Run in CCCCCC (hexane), O1CCCC1 (tetrahydrofuran). Run at temperature -70 celsius, time 20 minute. Yields the product C[Si](C#CC(CCC(=O)OC)N=CC1=CC=CC=C1)(C)C (methyl 6-(trimethylsilyl)-4-(benzylideneamino)-5-hexynoate). Reaction SMILES: C([Li])CCC.[CH:6](=[N:13][CH2:14][C:15]#[C:16][Si:17]([CH3:20])([CH3:19])[CH3:18])[C:7]1[CH:12]=[CH:11][CH:10]=[CH:9][CH:8]=1.[C:21]([O:25][CH3:26])(=[O:24])[CH:22]=[CH2:23].O>CCCCCC.O1CCCC1>[CH3:20][Si:17]([CH3:19])([CH3:18])[C:16]#[C:15][CH:14]([N:13]=[CH:6][C:7]1[CH:12]=[CH:11][CH:10]=[CH:9][CH:8]=1)[CH2:23][CH2:22][C:21]([O:25][CH3:26])=[O:24]. Procedure details: 53.6 ml of a 1.6M solution of n-butyllithium in hexane was added drop-by-drop over 20 minutes to a solution of 18.0 g of 1B in 700 ml of dry tetrahydrofuran at -70° C. The resulting mixture was stirred for 20 minutes at -70° C., when 7.2 g of freshly distilled methyl acrylate was added over 14 minutes. The resulting mixture was stirred for 30 minutes at -70° C., when 16.5 ml of water was added drop-by-drop. The resulting mixture was allowed to warm slowly to room temperature; the solvent was eva... The reactants are C(C)#N (acetonitrile), C(C)(C)(C)OC(=O)N1C(CCC1)CN(CC1=CC2=CC=CC=C2C=C1)C(C1=CC(=C(C=C1)OC)OC)=O (2-{[(3,4-Dimethoxy-benzoyl)-naphthalen-2-ylmethyl-amino]-methyl}-pyrrolidine-1-carboxylic acid tert-butyl ester), C([O-])(O)=O.[Na+] (sodium bicarbonate). Solvent: C(=O)(C(F)(F)F)O (TFA), mixture, ClCCl (dichloromethane), FC(C(=O)O)(F)F (trifluoroacetic acid). Reaction conditions: time 1 hour. Product: COC=1C=C(C(=O)N(C[C@H]2NCCC2)CC2=CC3=CC=CC=C3C=C2)C=CC1OC ((S)-3,4-Dimethoxy-N-naphthalen-2ylmethyl-N-pyrrolidin-2-ylmethyl-benzamide). RXN SMILES: C(OC([N:8]1[CH2:12][CH2:11][CH2:10][CH:9]1[CH2:13][N:14]([C:26](=[O:37])[C:27]1[CH:32]=[CH:31][C:30]([O:33][CH3:34])=[C:29]([O:35][CH3:36])[CH:28]=1)[CH2:15][C:16]1[CH:25]=[CH:24][C:23]2[C:18](=[CH:19][CH:20]=[CH:21][CH:22]=2)[CH:17]=1)=O)(C)(C)C.C(=O)(O)[O-].[Na+].C(#N)C>ClCCl.FC(F)(F)C(O)=O>[CH3:36][O:35][C:29]1[CH:28]=[C:27]([CH:32]=[CH:31][C:30]=1[O:33][CH3:34])[C:26]([N:14]([CH2:15][C:16]1[CH:25]=[CH:24][C:23]2[C:18](=[CH:19][CH:20]=[CH:21][CH:22]=2)[CH:17]=1)[CH2:13][C@@H:9]1[CH2:10][CH2:11][CH2:12][NH:8]1)=[O:37] |f:1.2|. Procedure details: In 20 mL mixture of dichloromethane and trifluoroacetic acid 30%, was dissolved 2-{[(3,4-Dimethoxy-benzoyl)-naphthalen-2-ylmethyl-amino]-methyl}-pyrrolidine-1-carboxylic acid tert-butyl ester 1.1 g (2.18 mmol). After 1 hour at room temperature, saturated solution of sodium bicarbonate was added until basic pH, the mixture was extracted with dichlorometane, dried over magnesium sulfate, filtered and concentrated under vacuum, yield to 0.88 g. LC-MSD, m/z for: C25H28N2O3 [M+H]: 404.2. LC retention...